This data is from the Open Reaction Database (ORD), a public repository of structured organic reaction records. The task is: describe an organic reaction: reactants, conditions, products, and yield Reactants: CC(C)(C)OC(=O)N1CCN(c2nc3ccccc3nc2Cl)CC1, COC(C)(C)C, CS(C)=O, [Cl-], [Na+], [Na+], [OH-], O. Yields the product CC(C)(C)OC(=O)N1CCN(c2nc3ccccc3[nH]c2=O)CC1. Reaction SMILES: [C:1]([CH3:2])([CH3:3])([CH3:4])[O:5][C:6](=[O:7])[N:8]1[CH2:9][CH2:10][N:11]([c:14]2[n:15][c:16]3[cH:17][cH:18][cH:19][cH:20][c:21]3[n:22][c:23]2[Cl:24])[CH2:12][CH2:13]1.[CH3:29][O:30][C:31]([CH3:32])([CH3:33])[CH3:34].[CH3:36][S:37]([CH3:38])=[O:39].[Cl-:28].[Na+:26].[Na+:27].[OH-:25].[OH2:35]>>[C:1]([CH3:2])([CH3:3])([CH3:4])[O:5][C:6](=[O:7])[N:8]1[CH2:9][CH2:10][N:11]([c:14]2[n:15][c:16]3[cH:17][cH:18][cH:19][cH:20][c:21]3[nH:22][c:23]2=[O:25])[CH2:12][CH2:13]1. Starting materials: CC(C)(C)OC(=O)CCNC(=O)c1ccc(OC(CC2CCCCC2)c2ccc(-c3ccc(C(F)(F)F)cc3)cc2)cc1, C1CCOC1, Cl, [Li+], [OH-]. The product is O=C(O)CCNC(=O)c1ccc(OC(CC2CCCCC2)c2ccc(-c3ccc(C(F)(F)F)cc3)cc2)cc1. Reaction SMILES: [C:1]([CH3:2])([CH3:3])([CH3:4])[O:5][C:6]([CH2:7][CH2:8][NH:9][C:10]([c:11]1[cH:12][cH:13][c:14]([O:17][CH:18]([CH2:19][CH:20]2[CH2:21][CH2:22][CH2:23][CH2:24][CH2:25]2)[c:26]2[cH:27][cH:28][c:29](-[c:32]3[cH:33][cH:34][c:35]([C:38]([F:39])([F:40])[F:41])[cH:36][cH:37]3)[cH:30][cH:31]2)[cH:15][cH:16]1)=[O:42])=[O:43].[CH2:47]1[O:48][CH2:49][CH2:50][CH2:51]1.[ClH:46].[Li+:45].[OH-:44]>>[O:5]=[C:6]([CH2:7][CH2:8][NH:9][C:10]([c:11]1[cH:12][cH:13][c:14]([O:17][CH:18]([CH2:19][CH:20]2[CH2:21][CH2:22][CH2:23][CH2:24][CH2:25]2)[c:26]2[cH:27][cH:28][c:29](-[c:32]3[cH:33][cH:34][c:35]([C:38]([F:39])([F:40])[F:41])[cH:36][cH:37]3)[cH:30][cH:31]2)[cH:15][cH:16]1)=[O:42])[OH:43]. Reactants: C(C)(C)(C)OC(CBr)=O (bromoacetic acid tert-butyl ester), trans-cyclopentanediol, phosphazene, ice, C(C)(=O)OCC (ethyl acetate). The solvent is C1CCOC1 (THF), C1CCOC1 (THF). Conditions: time 10 minute. The product is C(C)(C)(C)OC(CO[C@@H]1C[C@H](CC1)O)=O (trans-[(3-Hydroxycyclopentyl)oxy]acetic acid tert-butyl ester). RXN SMILES: [C:1]([O:5][C:6](=[O:9])[CH2:7]Br)([CH3:4])([CH3:3])[CH3:2].C([O:13][CH2:14][CH3:15])(=O)C>C1COCC1>[C:1]([O:5][C:6](=[O:9])[CH2:7][O:5][C@H:1]1[CH2:3][CH2:15][C@H:14]([OH:13])[CH2:2]1)([CH3:4])([CH3:3])[CH3:2]. Procedure details: Dissolve 2.5 g (24.5 mmol) of cis/trans-cyclopentanediol in 5 ml of THF and, at 0° C., add 16.3 ml (16.3 mmol) of phosphazene base P4-t-Bu (approx. 1M solution in hexane). After 10 min, add the resulting solution dropwise to an ice-cooled solution of 4.77 g (24.5 mmol) of bromoacetic acid tert-butyl ester. After the end of the addition, warm to RT and stir the mixture overnight. Remove fractions of the THF under reduced pressure, dilute with ethyl acetate and wash successively with 1N hydrochlor... Reactants: O=C([O-])[O-], CC(C)=O, [K+], [K+], CS(=O)(=O)OCC(COc1c(O)cccc1O)OS(C)(=O)=O. Product: CS(=O)(=O)OCC1COc2c(O)cccc2O1. Reaction SMILES: [C:23](=[O:24])([O-:25])[O-:26].[CH3:29][C:30](=[O:31])[CH3:32].[K+:27].[K+:28].[OH:1][c:2]1[c:3]([O:4][CH2:5][CH:6]([CH2:7][O:8][S:9](=[O:10])(=[O:11])[CH3:12])[O:13][S:14]([CH3:15])(=[O:16])=[O:17])[c:18]([OH:22])[cH:19][cH:20][cH:21]1>>[OH:1][c:2]1[c:3]2[c:18]([cH:19][cH:20][cH:21]1)[O:22][CH:6]([CH2:7][O:8][S:9](=[O:10])(=[O:11])[CH3:12])[CH2:5][O:4]2. Starting materials: L-(+)-diethyl tartrate, C(=O)=O.CO (dry ice methanol), resultant solution, C(C(O)C(O)C(=O)O)(=O)O (tartaric acid), COCCOCOCCCCCCCC/C=C/CO ((E)-11(methoxyethoxymethoxy)-2-undecen-1-ol). The reagents and catalysts are CC(C)[O-].CC(C)[O-].CC(C)[O-].CC(C)[O-].[Ti+4] (tetraisopropyl titanate). Run in C(Cl)Cl (CH2Cl2), C(Cl)Cl (CH2Cl2), O (water), C(Cl)Cl (CH2Cl2), solution, C(C)(C)(C)OO (tert.butyl hydroperoxide), C1(=CC=CC=C1)C (toluene). Run at time 7.5 minute. Product: COCCOCOCCCCCCCC[C@H]1[C@@H](O1)CO ((2S,3S)-(-)-3-[8-(methoxyethoxymethoxy)octyl]-2-hydroxymethyloxirane). As a reaction SMILES: C(=O)=[O:2].CO.[CH3:6][O:7][CH2:8][CH2:9][O:10][CH2:11][O:12][CH2:13][CH2:14][CH2:15][CH2:16][CH2:17][CH2:18][CH2:19][CH2:20]/[CH:21]=[CH:22]/[CH2:23][OH:24].C(O)(=O)C(C(C(O)=O)O)O>C(Cl)Cl.C(OO)(C)(C)C.C1(C)C=CC=CC=1.O.CC([O-])C.CC([O-])C.CC([O-])C.CC([O-])C.[Ti+4]>[CH3:6][O:7][CH2:8][CH2:9][O:10][CH2:11][O:12][CH2:13][CH2:14][CH2:15][CH2:16][CH2:17][CH2:18][CH2:19][CH2:20][C@@H:21]1[O:2][C@H:22]1[CH2:23][OH:24] |f:0.1,8.9.10.11.12|. Reported procedure: 200 ml of absolute CH2Cl2 are cooled to between -25° C. and -30° C. (dry ice/methanol) in a three-neck flask which has been dried by heating and flushed with nitrogen. 20 mmol of tetraisopropyl titanate [Ti(O--i--C3H7)4 ] and 20 mmol of L-(+)-diethyl tartrate (L-(+)-DET), dissolved in 2 ml of absolute CH2Cl2, are added with stirring through a septum. After 5 to 10 minutes, 20 mmol of the allyl alcohol 4 are added, dissolved in a little absolute CH2Cl2, and finally 40 mmol of a 3.0 molar solution... The reactants are COc1cccc(Nc2c(C(N)=O)cnc3c(C)cc(S(=O)(=O)c4cccc(C(=O)NCCCCCCCCNCC(O[Si](C)(C)C(C)(C)C)c5ccc(O)c6[nH]c(=O)ccc56)c4)cc23)c1, COc1cccc(Nc2c(C(N)=O)cnc3c(C)cc(S(=O)(=O)c4cccc(C(=O)Nc5ccc(CCCCC=O)cc5)c4)cc23)c1, CC(C)(C)[Si](C)(C)OCc1cc(C(O)CN)ccc1O. Yields the product COc1cccc(Nc2c(C(N)=O)cnc3c(C)cc(S(=O)(=O)c4cccc(C(=O)Nc5ccc(CCCCCNCC(O)c6ccc(O)c(CO[Si](C)(C)C(C)(C)C)c6)cc5)c4)cc23)c1. Reaction SMILES: [C:1]([Si:2]([CH3:3])([CH3:4])[O:5][CH:6]([c:7]1[cH:8][cH:9][c:10]([OH:11])[c:12]2[c:13]1[cH:14][cH:15][c:16](=[O:17])[nH:18]2)[CH2:19][NH:20][CH2:21][CH2:22][CH2:23][CH2:24][CH2:25][CH2:26][CH2:27][CH2:28][NH:29][C:30]([c:31]1[cH:32][c:33]([S:34]([c:35]2[cH:36][c:37]3[c:38]([c:39]([CH3:40])[cH:41]2)[n:42][cH:43][c:44]([C:45]([NH2:46])=[O:47])[c:48]3[NH:49][c:50]2[cH:51][cH:52][cH:53][c:54]([O:55][CH3:56])[cH:57]2)(=[O:58])=[O:59])[cH:60][cH:61][cH:62]1)=[O:63])([CH3:64])([CH3:65])[CH3:66].[CH3:87][O:88][c:89]1[cH:90][c:91]([NH:95][c:96]2[c:97]([C:131](=[O:132])[NH2:133])[cH:98][n:99][c:100]3[c:101]([CH3:130])[cH:102][c:103]([S:106](=[O:107])(=[O:108])[c:109]4[cH:110][c:111]([C:115]([NH:116][c:117]5[cH:118][cH:119][c:120]([CH2:123][CH2:124][CH2:125][CH2:126][CH:127]=[O:128])[cH:121][cH:122]5)=[O:129])[cH:112][cH:113][cH:114]4)[cH:104][c:105]23)[cH:92][cH:93][cH:94]1.[NH2:67][CH2:68][CH:69]([OH:70])[c:71]1[cH:72][c:73]([CH2:78][O:79][Si:80]([CH3:81])([CH3:82])[C:83]([CH3:84])([CH3:85])[CH3:86])[c:74]([OH:77])[cH:75][cH:76]1>>[NH:67]([CH2:68][CH:69]([OH:70])[c:71]1[cH:72][c:73]([CH2:78][O:79][Si:80]([CH3:81])([CH3:82])[C:83]([CH3:84])([CH3:85])[CH3:86])[c:74]([OH:77])[cH:75][cH:76]1)[CH2:127][CH2:126][CH2:125][CH2:124][CH2:123][c:120]1[cH:119][cH:118][c:117]([NH:116][C:115]([c:111]2[cH:110][c:109]([S:106]([c:103]3[cH:102][c:101]([CH3:130])[c:100]4[n:99][cH:98][c:97]([C:131](=[O:132])[NH2:133])[c:96]([NH:95][c:91]5[cH:90][c:89]([O:88][CH3:87])[cH:94][cH:93][cH:92]5)[c:105]4[cH:104]3)(=[O:107])=[O:108])[cH:114][cH:113][cH:112]2)=[O:129])[cH:122][cH:121]1. The reactants are BrC1=CC=C(C=C1)C(CC(=O)C=1C=CC(N(C1)CC(=O)N)=O)C1=C(C=CC=C1)C (2-{5-[3-(4-bromo-phenyl)-3-o-tolyl-propionyl]-2-oxo-2H-pyridin-1-yl}-acetamide), Cl.NO (hydroxylamine hydrochloride), C(=O)(O)[O-].[Na+] (NaHCO3). The product is BrC1=CC=C(C=C1)C(C\C(=N/O)\C=1C=CC(N(C1)CC(=O)N)=O)C1=C(C=CC=C1)C (2-(5-{3-(4-Bromo-phenyl)-1-[(E)-hydroxyimino]-3-o-tolyl-propyl}-2-oxo-2H-pyridin-1-yl)-acetamide). Reaction SMILES: [Br:1][C:2]1[CH:7]=[CH:6][C:5]([CH:8]([C:23]2[CH:28]=[CH:27][CH:26]=[CH:25][C:24]=2[CH3:29])[CH2:9][C:10]([C:12]2[CH:13]=[CH:14][C:15](=[O:22])[N:16]([CH2:18][C:19]([NH2:21])=[O:20])[CH:17]=2)=O)=[CH:4][CH:3]=1.Cl.[NH2:31][OH:32].C([O-])(O)=O.[Na+]>>[Br:1][C:2]1[CH:7]=[CH:6][C:5]([CH:8]([C:23]2[CH:28]=[CH:27][CH:26]=[CH:25][C:24]=2[CH3:29])[CH2:9]/[C:10](/[C:12]2[CH:13]=[CH:14][C:15](=[O:22])[N:16]([CH2:18][C:19]([NH2:21])=[O:20])[CH:17]=2)=[N:31]\[OH:32])=[CH:4][CH:3]=1 |f:1.2,3.4|. Reported procedure: In analogy to example 151, step 3, 2-{5-[3-(4-bromo-phenyl)-3-o-tolyl-propionyl]-2-oxo-2H-pyridin-1-yl}-acetamide was reacted with hydroxylamine hydrochloride in the presence of NaHCO3 to give the title compound containing less than 10% of the corresponding Z isomer as a colorless solid, MS (ESI−): m/z=466.1 [M−H]−. Starting materials: ClC1=C(C=C(C(=O)O)C=C1S(N)(=O)=O)[N+](=O)[O-] (4-chloro-3-nitro-5-sulphamyl-benzoic acid), S(O)(O)(=O)=O (sulphuric acid), solvent. The solvent is C(CCC)O (n-butanol). Yields the product C(CCC)OC(C1=CC(=C(C(=C1)S(N)(=O)=O)Cl)[N+](=O)[O-])=O (n-butyl-4-chloro-3-nitro-5-sulphamyl-benzoate). As a reaction SMILES: [Cl:1][C:2]1[C:10]([S:11](=[O:14])(=[O:13])[NH2:12])=[CH:9][C:5]([C:6]([OH:8])=[O:7])=[CH:4][C:3]=1[N+:15]([O-:17])=[O:16].S(=O)(=O)(O)O>C(O)CCC>[CH2:10]([O:7][C:6](=[O:8])[C:5]1[CH:9]=[C:10]([S:11](=[O:13])(=[O:14])[NH2:12])[C:2]([Cl:1])=[C:3]([N+:15]([O-:17])=[O:16])[CH:4]=1)[CH2:2][CH2:3][CH3:4]. Reported procedure: A mixture of 4-chloro-3-nitro-5-sulphamyl-benzoic acid (10 g), n-butanol (100 ml), and conc. sulphuric acid (2 ml) was refluxed for 4 hours, during which 50 ml of the solvent were distilled off slowly. After cooling, the n-butyl-4-chloro-3-nitro-5-sulphamyl-benzoate was isolated by filtration and recrystallized from n-butanol. The compound was obtained with a melting point of 140°-141°C. Starting materials: OC1=C(C(=O)C2=CC=CC=C2)C=CC(=C1)O (2,4-dihydroxybenzophenone), BrCC(=O)OC (methyl bromoacetate), C([O-])([O-])=O.[K+].[K+] (potassium carbonate), CN(C=O)C (N,N-dimethylformamide). Run in CC(C)O (2-propanol). Reaction conditions: temperature 25 celsius, time 18 hour. Yields the product C(C1=CC=CC=C1)(=O)C1=C(C=C(OCC(=O)OC)C=C1)O (Methyl 4-Benzoyl-3-hydroxyphenoxyacetate). Yield: 68.4%. As a reaction SMILES: [OH:1][C:2]1[CH:15]=[C:14]([OH:16])[CH:13]=[CH:12][C:3]=1[C:4]([C:6]1[CH:11]=[CH:10][CH:9]=[CH:8][CH:7]=1)=[O:5].Br[CH2:18][C:19]([O:21][CH3:22])=[O:20].C(=O)([O-])[O-].[K+].[K+].CN(C)C=O>CC(O)C>[C:4]([C:3]1[CH:12]=[CH:13][C:14]([O:16][CH2:18][C:19]([O:21][CH3:22])=[O:20])=[CH:15][C:2]=1[OH:1])(=[O:5])[C:6]1[CH:11]=[CH:10][CH:9]=[CH:8][CH:7]=1 |f:2.3.4|. Reported procedure: A mixture of 15.0 g (70.0 mmol) of 2,4-dihydroxybenzophenone, 10.7 g (70 mmol) of methyl bromoacetate, 19.3 g (0.14 mol) of potassium carbonate, and 125 ml of N,N-dimethylformamide is stirred at 25° C. for 18 hours. The reaction mixture is partitioned between diethyl ether and 0.5 N hydrochloric acid. Solids are removed by filtration, and the filtrate is dried over magnesium sulfate and concentrated. The concentrate is partially dissolved in diethyl ether, and solids are removed by filtration. T... Reactants: Cc1cc(C)n2nc(S)nc2n1, CN(C)CCn1nnnc1S, COc1ccc(CCC2(C3CCCC3)CC(O)=C(Cl)C(=O)O2)cc1, COc1cc(OC)c(CCC2(C3CCCC3)CC(O)=C(Cl)C(=O)O2)cc1Cl. Yields the product COc1ccc(CCC2(C3CCCC3)CC(O)=C(Sc3nnnn3CCN(C)C)C(=O)O2)cc1. Reaction SMILES: [CH3:12][c:13]1[cH:14][c:15]([CH3:16])[n:17]2[n:18][c:19]([SH:20])[n:21][c:22]2[n:23]1.[CH3:1][N:2]([CH2:3][CH2:4][n:5]1[n:6][n:7][n:8][c:9]1[SH:10])[CH3:11].[Cl:24][C:25]1=[C:30]([OH:31])[CH2:29][C:28]([CH:32]2[CH2:33][CH2:34][CH2:35][CH2:36]2)([CH2:37][CH2:38][c:39]2[cH:40][cH:41][c:42]([O:45][CH3:46])[cH:43][cH:44]2)[O:27][C:26]1=[O:47].[Cl:48][C:49]1=[C:73]([OH:74])[CH2:72][C:53]([CH2:54][CH2:55][c:56]2[cH:57][c:58]([Cl:59])[c:60]([O:61][CH3:62])[cH:63][c:64]2[O:65][CH3:66])([CH:67]2[CH2:68][CH2:69][CH2:70][CH2:71]2)[O:52][C:50]1=[O:51]>>[CH3:1][N:2]([CH2:3][CH2:4][n:5]1[n:6][n:7][n:8][c:9]1[S:10][C:25]1=[C:30]([OH:31])[CH2:29][C:28]([CH:32]2[CH2:33][CH2:34][CH2:35][CH2:36]2)([CH2:37][CH2:38][c:39]2[cH:40][cH:41][c:42]([O:45][CH3:46])[cH:43][cH:44]2)[O:27][C:26]1=[O:47])[CH3:11].